Dataset: the Open Reaction Database (ORD), a public repository of structured organic reaction records. Task: describe an organic reaction: reactants, conditions, products, and yield The reactants are CN(C)C=O, CO, CN, CN1CCN(C(=O)c2cc(-c3ccccc3)n(-c3ccc(Cl)nc3)n2)CC1. The product is CNc1ccc(-n2nc(C(=O)N3CCN(C)CC3)cc2-c2ccccc2)cn1. Reaction SMILES: [CH3:28][N:29]([CH3:30])[CH:31]=[O:32].[CH3:33][OH:34].[CH3:35][NH2:36].[Cl:1][c:2]1[cH:3][cH:4][c:5](-[n:8]2[n:9][c:10]([C:19](=[O:20])[N:21]3[CH2:22][CH2:23][N:24]([CH3:27])[CH2:25][CH2:26]3)[cH:11][c:12]2-[c:13]2[cH:14][cH:15][cH:16][cH:17][cH:18]2)[cH:6][n:7]1>>[c:2]1([NH:29][CH3:28])[cH:3][cH:4][c:5](-[n:8]2[n:9][c:10]([C:19](=[O:20])[N:21]3[CH2:22][CH2:23][N:24]([CH3:27])[CH2:25][CH2:26]3)[cH:11][c:12]2-[c:13]2[cH:14][cH:15][cH:16][cH:17][cH:18]2)[cH:6][n:7]1. Starting materials: Cl (hydrochloric acid), C1(=CC=CC=C1)N1N=C2CCNCCC2=C1 (2-phenyl-2,4,5,6,7,8-hexahydropyrazolo[3,4-d]azepine), C1(CCC1)=O (cyclobutanone), C(C)(=O)O[BH-](OC(C)=O)OC(C)=O.[Na+] (sodium triacetoxyborohydride). The reagents and catalysts are C(C)(=O)O (acetic acid). The solvent is ClCCl (dichloromethane). Reaction conditions: time 1 hour. Product: C1(CCC1)N1CCC=2C(CC1)=CN(N2)C2=CC=CC=C2 (6-Cyclobutyl-2-phenyl-2,4,5,6,7,8-hexahydropyrazolo[3,4-d]azepine). As a reaction SMILES: [C:1]1([N:7]2[CH:16]=[C:15]3[C:9]([CH2:10][CH2:11][NH:12][CH2:13][CH2:14]3)=[N:8]2)[CH:6]=[CH:5][CH:4]=[CH:3][CH:2]=1.[C:17]1(=O)[CH2:20][CH2:19][CH2:18]1.C(O[BH-](OC(=O)C)OC(=O)C)(=O)C.[Na+].Cl>ClCCl.C(O)(=O)C>[CH:17]1([N:12]2[CH2:13][CH2:14][C:15]3=[CH:16][N:7]([C:1]4[CH:2]=[CH:3][CH:4]=[CH:5][CH:6]=4)[N:8]=[C:9]3[CH2:10][CH2:11]2)[CH2:20][CH2:19][CH2:18]1 |f:2.3|. Procedure: To a suspension of 2-phenyl-2,4,5,6,7,8-hexahydropyrazolo[3,4-d]azepine (may be prepared as described in Description 46) (39 mg, 0.18 mmol) in dichloromethane (4 ml) was added 3 drops of acetic acid, cyclobutanone (28 μl, 0.36 mmol) and sodium triacetoxyborohydride (77 mg, 0.36 mmol). The resulting mixture was allowed to stir at room temperature for 1 hour. The resulting reaction mixture was acidified with 2M hydrochloric acid and applied to an pre equilibrated ion exchange cartridge (SCX), wash...